From a dataset of the Open Reaction Database (ORD), a public repository of structured organic reaction records. describe an organic reaction: reactants, conditions, products, and yield The reagents and catalysts are O=[Mn]=O (MnO2). Procedure: In a flame dried round-bottomed flask equipped with a magnetic stir bar and under inert atmosphere (N2), a solution of [5-(tert-butyl-dimethyl-silanyloxymethyl)-isoxazol-3-yl]-methanol (2.94 g, 12.08 mmol) in AcCN (120.0 mL) was treated at rt with MnO2 (8.17 g, 84.56 mmol) and the reaction mixture was stirred for 24 h at rt before being filtered through Celite. The solvent was removed under reduced pressure to give the title compound as a yellow oil: TLC:rf (9:1 hept-EA)=0.32. LC-MS-conditions 0... RXN SMILES: N#N.[C:3]([SiH2:7][O:8][C:9]([CH3:18])([CH3:17])[C:10]1[O:14][N:13]=[C:12]([CH2:15][OH:16])[CH:11]=1)([CH3:6])([CH3:5])[CH3:4]>C(C#N)(C)=O.O=[Mn]=O>[C:3]([SiH2:7][O:8][C:9]([CH3:18])([CH3:17])[C:10]1[O:14][N:13]=[C:12]([CH:15]=[O:16])[CH:11]=1)([CH3:6])([CH3:4])[CH3:5]. Run at time 24 hour. The reactants are C(C)(C)(C)[SiH2]OC(C1=CC(=NO1)CO)(C)C ([5-(tert-butyl-dimethyl-silanyloxymethyl)-isoxazol-3-yl]-methanol), N#N (N2). The solvent is C(=O)(C)C#N (AcCN). The product is C(C)(C)(C)[SiH2]OC(C1=CC(=NO1)C=O)(C)C (5-(tert-Butyl-dimethyl-silanyloxymethyl)-isoxazole-3-carbaldehyde). The reactants are ClC1=CC=CC(=C1C=O)SC (6-Chloro-2-(methythio)benzaldehyde), Cl.NO (hydroxylamine hydrochloride), C(C)[N-]CC (Diethylamide). Run in C(C)O (ethanol). Reaction conditions: time 8 hour. Yields the product ClC1=C(/C=N/O)C(=CC=C1)SC ((E)-2-chloro-6-(methylthio)benzaldehyde oxime). Yield: 81.6%. RXN SMILES: [Cl:1][C:2]1[C:7]([CH:8]=O)=[C:6]([S:10][CH3:11])[CH:5]=[CH:4][CH:3]=1.Cl.[NH2:13][OH:14].C([N-]CC)C>C(O)C>[Cl:1][C:2]1[CH:3]=[CH:4][CH:5]=[C:6]([S:10][CH3:11])[C:7]=1/[CH:8]=[N:13]/[OH:14] |f:1.2|. Procedure details: 6-Chloro-2-(methythio)benzaldehyde (11.6 g, 75.16 mmol), and hydroxylamine hydrochloride (5.75 g, 82.86 mmol) were combined in ethanol (100 ml). Diethylamide (11.5 ml, 82.86 mmol) was slowly added to the solution and it was allowed to stir at room temperature overnight. After the completion of the reaction, the reaction mixture was concentrated under reduced pressure, diluted with ethyl acetate and then washed successively with water and saturated aqueous sodium bicarbonate solution. The organic... Reactants: FC1=CC=C(CN2C(=CC3=CC(=CC=C23)S(=O)(=O)C)C(C2=CN=CC=C2)=O)C=C1 (1-(4-fluorobenzyl)-5-methanesulfonyl-2-nicotinoylindole), O.NN (hydrazine monohydrate), [OH-].[K+] (potassium hydroxide), C(CO)O (ethylene glycol). The solvent is O (water). Run at temperature 110 celsius, time 8 hour. Product: FC1=CC=C(CN2C(=CC3=CC(=CC=C23)S(=O)(=O)C)CC=2C=NC=CC2)C=C1 (1-(4-fluorobenzyl)-5-methanesulfonyl-2-(3-pyridylmethyl)indole). Yield: 9.6%. As a reaction SMILES: [F:1][C:2]1[CH:29]=[CH:28][C:5]([CH2:6][N:7]2[C:15]3[C:10](=[CH:11][C:12]([S:16]([CH3:19])(=[O:18])=[O:17])=[CH:13][CH:14]=3)[CH:9]=[C:8]2[C:20](=O)[C:21]2[CH:26]=[CH:25][CH:24]=[N:23][CH:22]=2)=[CH:4][CH:3]=1.O.NN.[OH-].[K+].C(O)CO>O>[F:1][C:2]1[CH:3]=[CH:4][C:5]([CH2:6][N:7]2[C:15]3[C:10](=[CH:11][C:12]([S:16]([CH3:19])(=[O:18])=[O:17])=[CH:13][CH:14]=3)[CH:9]=[C:8]2[CH2:20][C:21]2[CH:22]=[N:23][CH:24]=[CH:25][CH:26]=2)=[CH:28][CH:29]=1 |f:1.2,3.4|. Reported procedure: 1-(4-fluorobenzyl)-5-methanesulfonyl-2-nicotinoylindole (0.14 g), hydrazine monohydrate (0.17 g), potassium hydroxide (0.05 g) and ethylene glycol (3 ml) were added under nitrogen atmosphere and the mixture was stirred at 110° C. for 8 hours. To the reaction solution was added water; and the mixture was extracted with dichloromethane, washed with a saturated aqueous NaCl solution, dried over anhydrous sodium sulfate, filtered and concentrated under reduced pressure. The resulting residue was sub... Starting materials: COc1ccccc1Br, [Cl-], [Mg], [NH4+], O=C1OC(=O)c2ccccc21, C1CCOC1. The product is COc1ccccc1C(=O)c1ccccc1C(=O)O. Reaction SMILES: [Br:2][c:3]1[c:4]([O:9][CH3:10])[cH:5][cH:6][cH:7][cH:8]1.[Cl-:22].[Mg:1].[NH4+:23].[O:11]=[C:12]1[O:13][C:14](=[O:15])[c:16]2[cH:17][cH:18][cH:19][cH:20][c:21]21.[O:24]1[CH2:25][CH2:26][CH2:27][CH2:28]1>>[c:3]1([C:14](=[O:15])[c:16]2[cH:17][cH:18][cH:19][cH:20][c:21]2[C:12](=[O:11])[OH:13])[c:4]([O:9][CH3:10])[cH:5][cH:6][cH:7][cH:8]1. Reactants: [BH4-], CCO, [Ca+2], [Cl-], [Cl-], Cl, [Na+], O, CCOC(=O)c1cc(=O)c2ccc(O)cc2o1. RXN SMILES: [BH4-:21].[CH3:24][CH2:25][OH:26].[Ca+2:20].[Cl-:18].[Cl-:19].[ClH:23].[Na+:22].[OH2:27].[OH:1][c:2]1[cH:3][cH:4][c:5]2[c:6](=[O:17])[cH:7][c:8]([C:12](=[O:13])[O:14][CH2:15][CH3:16])[o:9][c:10]2[cH:11]1>>[OH:1][c:2]1[cH:3][cH:4][c:5]2[c:6](=[O:17])[cH:7][c:8]([CH2:12][OH:13])[o:9][c:10]2[cH:11]1. Product: O=c1cc(CO)oc2cc(O)ccc12. Starting materials: CC(C)(C)c1nc(Cl)c2ccccc2c1-c1ccccc1, CCO, [H][H], [K+], [OH-]. Reaction SMILES: [C:1]([CH3:2])([CH3:3])([CH3:4])[c:5]1[n:6][c:7]([Cl:21])[c:8]2[cH:9][cH:10][cH:11][cH:12][c:13]2[c:14]1-[c:15]1[cH:16][cH:17][cH:18][cH:19][cH:20]1.[CH3:26][CH2:27][OH:28].[H:24][H:25].[K+:23].[OH-:22]>>[C:1]([CH3:2])([CH3:3])([CH3:4])[c:5]1[n:6][cH:7][c:8]2[cH:9][cH:10][cH:11][cH:12][c:13]2[c:14]1-[c:15]1[cH:16][cH:17][cH:18][cH:19][cH:20]1.[ClH:21]. Yields the product CC(C)(C)c1ncc2ccccc2c1-c1ccccc1, Cl.